This data is from the Open Reaction Database (ORD), a public repository of structured organic reaction records. The task is: describe an organic reaction: reactants, conditions, products, and yield RXN SMILES: [CH3:1][O:2][C:3](=[O:4])[c:5]1[c:6]([CH3:15])[c:7]2[c:8]([n:9][cH:10][n:11][c:12]2[Cl:13])[s:14]1.[CH:38]([N:39]([CH2:40][CH3:41])[CH:42]([CH3:43])[CH3:44])([CH3:45])[CH3:46].[NH2:16][CH2:17][CH2:18][c:19]1[cH:20][n:21][c:22]([NH:24][C:25](=[O:26])[NH:27][c:28]2[cH:29][c:30]([C:34]([F:35])([F:36])[F:37])[cH:31][cH:32][cH:33]2)[s:23]1.[O:47]=[CH:48][N:49]([CH3:50])[CH3:51]>>[CH3:1][O:2][C:3](=[O:4])[c:5]1[c:6]([CH3:15])[c:7]2[c:8]([n:9][cH:10][n:11][c:12]2[NH:16][CH2:17][CH2:18][c:19]2[cH:20][n:21][c:22]([NH:24][C:25](=[O:26])[NH:27][c:28]3[cH:29][c:30]([C:34]([F:35])([F:36])[F:37])[cH:31][cH:32][cH:33]3)[s:23]2)[s:14]1. The reactants are COC(=O)c1sc2ncnc(Cl)c2c1C, CCN(C(C)C)C(C)C, NCCc1cnc(NC(=O)Nc2cccc(C(F)(F)F)c2)s1, CN(C)C=O. Yields the product COC(=O)c1sc2ncnc(NCCc3cnc(NC(=O)Nc4cccc(C(F)(F)F)c4)s3)c2c1C. Reported procedure: When tartaric acid or citric acid saturated in ethanol was added to the alcoholic solution of the aforesaid syrupy residue with cooling, there was obtained tartarate (mp. 236° C.) or citrate (mp. 218° C.). Solvent: C(C)O (ethanol). Starting materials: C(C(O)C(O)C(=O)O)(=O)O (tartaric acid), C(CC(O)(C(=O)O)CC(=O)O)(=O)O (citric acid). Reaction SMILES: [C:1]([OH:10])(=[O:9])[CH:2]([CH:4]([C:6]([OH:8])=[O:7])[OH:5])[OH:3].[C:11]([OH:23])(=[O:22])[CH2:12][C:13]([CH2:18][C:19]([OH:21])=[O:20])([C:15]([OH:17])=[O:16])[OH:14]>C(O)C>[C:1]([O-:10])(=[O:9])[CH:2]([CH:4]([C:6]([O-:8])=[O:7])[OH:5])[OH:3].[C:11]([O-:23])(=[O:22])[CH2:12][C:13]([CH2:18][C:19]([O-:21])=[O:20])([C:15]([O-:17])=[O:16])[OH:14]. Product: C(C(O)C(O)C(=O)[O-])(=O)[O-] (tartarate), C(CC(O)(C(=O)[O-])CC(=O)[O-])(=O)[O-] (citrate). The reactants are ice, C(C1=CC=CC=C1)NC(C(C1CC1)N1C(=NC2=C1C=C(C(=C2)F)F)C2=CC=C(C=C2)Cl)=O (N-benzyl-2-[2-(4-chloro-phenyl)-5,6-difluoro-benzoimidazol-1-yl]-2-cyclopropyl-acetamide), C(C)(=O)O (acetic acid), C(C)(=O)OC(C)=O (acetic anhydride), N(=O)[O-].[Na+] (sodium nitrite). As a reaction SMILES: [CH2:1]([NH:8][C:9](=[O:32])[CH:10]([N:14]1[C:18]2[CH:19]=[C:20]([F:24])[C:21]([F:23])=[CH:22][C:17]=2[N:16]=[C:15]1[C:25]1[CH:30]=[CH:29][C:28]([Cl:31])=[CH:27][CH:26]=1)[CH:11]1[CH2:13][CH2:12]1)[C:2]1[CH:7]=[CH:6][CH:5]=[CH:4][CH:3]=1.C(O)(=O)C.C(OC(=O)C)(=O)C.[N:44]([O-])=[O:45].[Na+]>>[CH2:1]([N:8]([N:44]=[O:45])[C:9](=[O:32])[CH:10]([N:14]1[C:18]2[CH:19]=[C:20]([F:24])[C:21]([F:23])=[CH:22][C:17]=2[N:16]=[C:15]1[C:25]1[CH:26]=[CH:27][C:28]([Cl:31])=[CH:29][CH:30]=1)[CH:11]1[CH2:13][CH2:12]1)[C:2]1[CH:3]=[CH:4][CH:5]=[CH:6][CH:7]=1 |f:3.4|. Yield: 53.0%. Reaction conditions: temperature 0 celsius, time 1 hour. Product: C(C1=CC=CC=C1)N(C(C(C1CC1)N1C(=NC2=C1C=C(C(=C2)F)F)C2=CC=C(C=C2)Cl)=O)N=O (N-Benzyl-N-nitroso-2-[2-(4-chloro-phenyl)-5,6-difluoro-benzoimidazol-1-yl]-2-cyclopropyl-acetamide). Reported procedure: To a ice-cold solution of 13.15 g (29.1 mmol) N-benzyl-2-[2-(4-chloro-phenyl)-5,6-difluoro-benzoimidazol-1-yl]-2-cyclopropyl-acetamide in 95 ml (1.659 mol) acetic acid and 199.7 ml (3.52 Mol) acetic anhydride were added in portions over 60 min. 10.04 g (145 mmol) sodium nitrite. The reaction mixture was stirred for 1 h at 0° C., then at room temperature overnight. The mixture was evaporated and the residue was taken up in saturated aqueous sodium bicarbonate solution and ethyl acetate and the pH... Reactants: OC(C=1C=CN=C2C=CC(OC)=CC21)C3N4CCC(C3)C(C4)CC, [Zn].O=S(O)C(F)F. The reagents and catalysts are O=C(O)C(F)(F)F, OOC(C)(C)C. Solvent: O, ClCCl. Conditions: temperature 25 celsius, time 18 hour. The product is FC(F)C1=NC=2C=C(C(OC)=CC2C(=C1)C(O)C3N4CCC(C3)C(C4)CC)C(F)(F)F. Isolated yield 49.0%. Yields the product CCOC(=NC(=O)c1ccco1)N1Cc2ccccc2-c2ccccc2C1. The reactants are CCOC(=N)N1Cc2ccccc2-c2ccccc2C1, O=C(Cl)c1ccco1. As a reaction SMILES: [cH:1]1[cH:2][cH:3][cH:4][c:5]2[c:11]1-[c:10]1[c:9]([cH:15][cH:14][cH:13][cH:12]1)[CH2:8][N:7]([C:16]([O:17][CH2:18][CH3:19])=[NH:20])[CH2:6]2.[o:21]1[c:22]([C:26](=[O:27])[Cl:28])[cH:23][cH:24][cH:25]1>>[cH:1]1[cH:2][cH:3][cH:4][c:5]2[c:11]1-[c:10]1[c:9]([cH:15][cH:14][cH:13][cH:12]1)[CH2:8][N:7]([C:16]([O:17][CH2:18][CH3:19])=[N:20][C:26]([c:22]1[o:21][cH:25][cH:24][cH:23]1)=[O:27])[CH2:6]2. Reactants: FC(F)(F)c1cc(Br)ccc1S, CCOC(=O)C1CC(OS(C)(=O)=O)CC1COC(c1ccccc1)(c1ccccc1)c1ccccc1. Yields the product CCOC(=O)C1CC(Sc2ccc(Br)cc2C(F)(F)F)CC1COC(c1ccccc1)(c1ccccc1)c1ccccc1. Reaction SMILES: [Br:37][c:38]1[cH:39][c:40]([C:45]([F:46])([F:47])[F:48])[c:41]([SH:44])[cH:42][cH:43]1.[CH2:1]([CH3:2])[O:3][C:4](=[O:5])[CH:6]1[CH:7]([CH2:16][O:17][C:18]([c:19]2[cH:20][cH:21][cH:22][cH:23][cH:24]2)([c:25]2[cH:26][cH:27][cH:28][cH:29][cH:30]2)[c:31]2[cH:32][cH:33][cH:34][cH:35][cH:36]2)[CH2:8][CH:9]([O:11][S:12]([CH3:13])(=[O:14])=[O:15])[CH2:10]1>>[CH2:1]([CH3:2])[O:3][C:4](=[O:5])[CH:6]1[CH:7]([CH2:16][O:17][C:18]([c:19]2[cH:20][cH:21][cH:22][cH:23][cH:24]2)([c:25]2[cH:26][cH:27][cH:28][cH:29][cH:30]2)[c:31]2[cH:32][cH:33][cH:34][cH:35][cH:36]2)[CH2:8][CH:9]([S:44][c:41]2[c:40]([C:45]([F:46])([F:47])[F:48])[cH:39][c:38]([Br:37])[cH:43][cH:42]2)[CH2:10]1. The reagents and catalysts are [N+](CCCC)(CCCC)(CCCC)CCCC.[Br-] (Bu4NBr), C1=CC=C(C=C1)P([C-]2C=CC=C2)C3=CC=CC=C3.C1=CC=C(C=C1)P([C-]2C=CC=C2)C3=CC=CC=C3.Cl[Pd]Cl.[Fe+2] (PdCl2(dppf)). Solvent: CC#N (CH3CN). Product: COC1=C(C(=CC(=C1)C(=O)OC)OC)C1=CC=CC=C1 (Methyl 2,6-dimethoxybiphenyl-4-carboxylate). Starting materials: BrC1=C(C=C(C(=O)OC)C=C1OC)OC (methyl 4-bromo-3,5-dimethoxybenzoate), C1(=CC=CC=C1)B(O)O (phenylboronic acid), [O-]P(=O)([O-])[O-].[K+].[K+].[K+] (K3PO4). As a reaction SMILES: Br[C:2]1[C:11]([O:12][CH3:13])=[CH:10][C:5]([C:6]([O:8][CH3:9])=[O:7])=[CH:4][C:3]=1[O:14][CH3:15].[C:16]1(B(O)O)[CH:21]=[CH:20][CH:19]=[CH:18][CH:17]=1.[O-]P([O-])([O-])=O.[K+].[K+].[K+]>[N+](CCCC)(CCCC)(CCCC)CCCC.[Br-].C1C=CC(P(C2C=CC=CC=2)[C-]2C=CC=C2)=CC=1.C1C=CC(P(C2C=CC=CC=2)[C-]2C=CC=C2)=CC=1.Cl[Pd]Cl.[Fe+2].CC#N>[CH3:15][O:14][C:3]1[CH:4]=[C:5]([C:6]([O:8][CH3:9])=[O:7])[CH:10]=[C:11]([O:12][CH3:13])[C:2]=1[C:16]1[CH:21]=[CH:20][CH:19]=[CH:18][CH:17]=1 |f:2.3.4.5,6.7,8.9.10.11|. Reported procedure: PdCl2(dppf) (14.8 g) was added to a CH3CN (900 mL) solution of methyl 4-bromo-3,5-dimethoxybenzoate (25.0 g), phenylboronic acid (22.2 g), Bu4NBr (5.86 g) and K3PO4 (77.2 g), and stirred under heat for 14 hours. This was filtered through Celite, and the filtrate was concentrated and purified through column chromatography to obtain the title compound as a colorless solid.